From a dataset of the Open Reaction Database (ORD), a public repository of structured organic reaction records. describe an organic reaction: reactants, conditions, products, and yield Reactants: CC(CN1N=CC(=C1)B1OC(C(O1)(C)C)(C)C)(C)O (2-methyl-1-(4-(4,4,5,5-tetramethyl-1,3,2-dioxaborolan-2-yl)-1H-pyrazol-1-yl)propan-2-ol), ClC1=NN(C2=CN=C(C=C21)C=2C=NN(C2)C)C2OCCCC2 (3-chloro-5-(1-methyl-1H-pyrazol-4-yl)-1-(tetrahydro-2H-pyran-2-yl)-1H-pyrazolo[3,4-c]pyridine). Yields the product CC(CN1N=CC(=C1)C1=NNC2=CN=C(C=C21)C=2C=NN(C2)C)(C)O (2-methyl-1-(4-(5-(1-methyl-1H-pyrazol-4-yl)-1H-pyrazolo[3,4-c]pyridin-3-yl)-1H-pyrazol-1-yl)propan-2-ol). The yield is 40.7%. RXN SMILES: [CH3:1][C:2]([OH:19])([CH3:18])[CH2:3][N:4]1[CH:8]=[C:7](B2OC(C)(C)C(C)(C)O2)[CH:6]=[N:5]1.Cl[C:21]1[C:29]2[C:24](=[CH:25][N:26]=[C:27]([C:30]3[CH:31]=[N:32][N:33]([CH3:35])[CH:34]=3)[CH:28]=2)[N:23](C2CCCCO2)[N:22]=1>>[CH3:18][C:2]([OH:19])([CH3:1])[CH2:3][N:4]1[CH:8]=[C:7]([C:21]2[C:29]3[C:24](=[CH:25][N:26]=[C:27]([C:30]4[CH:31]=[N:32][N:33]([CH3:35])[CH:34]=4)[CH:28]=3)[NH:23][N:22]=2)[CH:6]=[N:5]1. Procedure: Following the procedures in Example 172, 2-methyl-1-(4-(4,4,5,5-tetramethyl-1,3,2-dioxaborolan-2-yl)-1H-pyrazol-1-yl)propan-2-ol and 3-chloro-5-(1-methyl-1H-pyrazol-4-yl)-1-(tetrahydro-2H-pyran-2-yl)-1H-pyrazolo[3,4-c]pyridine were reacted and deprotected to give 250 as a white solid (40.7% over two steps). 1H NMR (500 MHz, DMSO) δ 13.39 (s, 1H), 8.97 (s, 1H), 8.39 (s, 1H), 8.30 (s, 1H), 8.16 (d, J=10.2 Hz, 2H), 8.10 (s, 1H), 4.78 (s, 1H), 4.13 (s, 2H), 3.90 (s, 3H), 1.13 (s, 6H). LC/MS: m/z 338... The reactants are COC=1C=C(C=CC1[N+](=O)[O-])N1C[C@H](CCC1)C(=O)N1CCN(CC1)C ([(S)-1-(3-Methoxy-4-nitro-phenyl)-piperidin-3-yl]-(4-methyl-piperazin-1-yl)-methanone), COC=1C=C(C=CC1[N+](=O)[O-])N1C[C@@H](CCC1)C(=O)O ((R)-1-(3-Methoxy-4-nitro-phenyl)-piperidine-3-carboxylic acid). Yields the product COC=1C=C(C=CC1[N+](=O)[O-])N1C[C@@H](CCC1)C(=O)N1CCN(CC1)C ([(R)-1-(3-Methoxy-4-nitro-phenyl)-piperidin-3-yl]-(4-methyl-piperazin-1-yl)-methanone). As a reaction SMILES: [CH3:1][O:2][C:3]1[CH:4]=[C:5]([N:12]2[CH2:17][CH2:16][CH2:15][C@H:14]([C:18]([N:20]3[CH2:25][CH2:24][N:23]([CH3:26])[CH2:22][CH2:21]3)=[O:19])[CH2:13]2)[CH:6]=[CH:7][C:8]=1[N+:9]([O-:11])=[O:10].COC1C=C(N2CCC[C@@H](C(O)=O)C2)C=CC=1[N+]([O-])=O>>[CH3:1][O:2][C:3]1[CH:4]=[C:5]([N:12]2[CH2:17][CH2:16][CH2:15][C@@H:14]([C:18]([N:20]3[CH2:21][CH2:22][N:23]([CH3:26])[CH2:24][CH2:25]3)=[O:19])[CH2:13]2)[CH:6]=[CH:7][C:8]=1[N+:9]([O-:11])=[O:10]. Procedure: [(R)-1-(3-Methoxy-4-nitro-phenyl)-piperidin-3-yl]-(4-methyl-piperazin-1-yl)-methanone was prepared in an analogous fashion to) [(S)-1-(3-Methoxy-4-nitro-phenyl)-piperidin-3-yl]-(4-methyl-piperazin-1-yl)-methanone of Example 460b replacing (S)-1-(3-Methoxy-4-nitro-phenyl)-piperidine-3-carboxylic acid with (R)-1-(3-Methoxy-4-nitro-phenyl)-piperidine-3-carboxylic acid. [(R)-1-(3-Methoxy-4-nitro-phenyl)-piperidin-3-yl]-(4-methyl-piperazin-1-yl)-methanone was isolated as a yellow oil after described ... The reactants are NN=C(c1ccccc1)c1ccccc1, CC(C)(C)[O-], Cc1ccccc1, CCOC(C)=O, CO, COc1ccc(C)cc1I, [Na+], CC(=O)[O-], CC(=O)[O-], O, [Pd+2]. The product is COc1ccc(C)cc1NN=C(c1ccccc1)c1ccccc1. RXN SMILES: [C:11]([c:12]1[cH:13][cH:14][cH:15][cH:16][cH:17]1)([c:18]1[cH:19][cH:20][cH:21][cH:22][cH:23]1)=[N:24][NH2:25].[CH3:26][C:27]([CH3:28])([O-:29])[CH3:30].[CH3:32][c:33]1[cH:34][cH:35][cH:36][cH:37][cH:38]1.[CH3:39][CH2:40][O:41][C:42]([CH3:43])=[O:44].[CH3:46][OH:47].[I:1][c:2]1[cH:3][c:4]([CH3:10])[cH:5][cH:6][c:7]1[O:8][CH3:9].[Na+:31].[O-:49][C:50]([CH3:51])=[O:52].[O-:53][C:54]([CH3:55])=[O:56].[OH2:45].[Pd+2:48]>>[c:2]1([NH:25][N:24]=[C:11]([c:12]2[cH:13][cH:14][cH:15][cH:16][cH:17]2)[c:18]2[cH:19][cH:20][cH:21][cH:22][cH:23]2)[cH:3][c:4]([CH3:10])[cH:5][cH:6][c:7]1[O:8][CH3:9]. Starting materials: [Na] (sodium), [OH-].[Na+] (sodium hydroxide), CC(=O)C1=NC=CC=C1 (2-pyridyl methyl ketone), Cl (hydrochloric acid). The solvent is C(C)(=O)O (acetic acid), CO (methanol), CO (methanol). Reaction conditions: time 4 hour. Product: N1=C(C=CC=C1)C(C)O (1-(2-pyridyl)ethanol). Reaction SMILES: [Na].[CH3:2][C:3]([C:5]1[CH:10]=[CH:9][CH:8]=[CH:7][N:6]=1)=[O:4].Cl.[OH-].[Na+]>C(O)(=O)C.CO>[N:6]1[CH:7]=[CH:8][CH:9]=[CH:10][C:5]=1[CH:3]([OH:4])[CH3:2] |f:3.4,^1:0|. Reported procedure: To a solution of 110 g. of sodium borohylride in 1250 ml. of methanol at 0° C. is added 350 g. of 2-pyridyl methyl ketone in 300 ml. of methanol with stirring. After stirring for 4 hours at 0°-5° C., glacial acetic acid is cautiously added dropwise, followed by ice and concentrated hydrochloric acid. The acidic solution is made basic with aqueous sodium hydroxide and extracted with dichloromethane. The organic layer is dried over magnesium sulfate, concentrated and distilled to give 1-(2-pyridyl... Reactants: [Br-], [Br-], CCC(=O)c1cc(F)cc(F)c1, C1COCCO1, C1COCCO1. Product: CC(Br)C(=O)c1cc(F)cc(F)c1. RXN SMILES: [Br-:13].[Br-:14].[F:1][c:2]1[cH:3][c:4]([C:9]([CH2:10][CH3:11])=[O:12])[cH:5][c:6]([F:8])[cH:7]1.[O:15]1[CH2:16][CH2:17][O:18][CH2:19][CH2:20]1.[O:21]1[CH2:22][CH2:23][O:24][CH2:25][CH2:26]1>>[F:1][c:2]1[cH:3][c:4]([C:9]([CH:10]([CH3:11])[Br:13])=[O:12])[cH:5][c:6]([F:8])[cH:7]1. The product is [Br-].CN(C1=CC=C(C=N[N+]2=C(N(C=C2)N=CC2=CC=C(C=C2)N(C)C)C(C)C)C=C1)C (1,3-bis[[p-(dimethylamino)benzylidene]amino]-2-isopropylimidazolium bromide). As a reaction SMILES: C(=O)([O-])O.[CH3:5][N:6]([CH3:34])[C:7]1[CH:33]=[CH:32][C:10]([CH:11]=[N:12][N+:13]2[CH:17]=[CH:16][N:15]([N:18]=[CH:19][C:20]3[CH:25]=[CH:24][C:23]([N:26]([CH3:28])[CH3:27])=[CH:22][CH:21]=3)[C:14]=2[CH:29]([CH3:31])[CH3:30])=[CH:9][CH:8]=1.[BrH:35]>O>[Br-:35].[CH3:28][N:26]([CH3:27])[C:23]1[CH:22]=[CH:21][C:20]([CH:19]=[N:18][N+:15]2[CH:16]=[CH:17][N:13]([N:12]=[CH:11][C:10]3[CH:32]=[CH:33][C:7]([N:6]([CH3:5])[CH3:34])=[CH:8][CH:9]=3)[C:14]=2[CH:29]([CH3:31])[CH3:30])=[CH:25][CH:24]=1 |f:0.1,4.5|. Run in O (water). Procedure details: 100 mg of 1,3-bis[[p-(dimethylamino)benzylidene]amino]-2-isopropylimidazolium hydrogen carbonate are suspended in 3 ml of water and 2 ml of 10 percent hydrogen bromide solution are added thereto. After 15 minutes the product is filtered, washed with water and recrystallized from ethanol. There is obtained 1,3-bis[[p-(dimethylamino)benzylidene]amino]-2-isopropylimidazolium bromide of melting point 241° (dec.). Reactants: C(O)([O-])=O.CN(C1=CC=C(C=N[N+]2=C(N(C=C2)N=CC2=CC=C(C=C2)N(C)C)C(C)C)C=C1)C (1,3-bis[[p-(dimethylamino)benzylidene]amino]-2-isopropylimidazolium hydrogen carbonate), Br (hydrogen bromide).